Task: describe an organic reaction: reactants, conditions, products, and yield. Dataset: the Open Reaction Database (ORD), a public repository of structured organic reaction records Starting materials: C(CCC)S(=O)(=O)Cl (butylsulfonyl chloride), NC=1C(=C2C(=NC1)N(C(=N2)CCC)CC2=CC=C(C=C2)C2=C(C=CC=C2)S(=O)(=O)N)C (6-amino-7-methyl-2-propyl-3-[2'-(aminosulfonyl)[1,1']biphenyl-4-yl]methyl-3H-imidazo[4,5-b]pyridine), CO (MeOH). The solvent is N1=CC=CC=C1 (pyridine). Run at time 1 hour. Product: C(CCC)S(=O)(=O)NC=1C(=C2C(=NC1)N(C(=N2)CCC)CC2=CC=C(C=C2)C2=C(C=CC=C2)S(=O)(=O)N)C (6-[(Butylsulfonyl)amino]-7-methyl-2-propyl-3-[2'-(aminosulfonyl)[1,1']-biphenyl-4-yl]methyl-3H-imidazo[4,5-b]pyridine). The yield is 60.0%. As a reaction SMILES: [NH2:1][C:2]1[C:3]([CH3:31])=[C:4]2[N:10]=[C:9]([CH2:11][CH2:12][CH3:13])[N:8]([CH2:14][C:15]3[CH:20]=[CH:19][C:18]([C:21]4[CH:26]=[CH:25][CH:24]=[CH:23][C:22]=4[S:27]([NH2:30])(=[O:29])=[O:28])=[CH:17][CH:16]=3)[C:5]2=[N:6][CH:7]=1.[CH2:32]([S:36](Cl)(=[O:38])=[O:37])[CH2:33][CH2:34][CH3:35].CO>N1C=CC=CC=1>[CH2:32]([S:36]([NH:1][C:2]1[C:3]([CH3:31])=[C:4]2[N:10]=[C:9]([CH2:11][CH2:12][CH3:13])[N:8]([CH2:14][C:15]3[CH:16]=[CH:17][C:18]([C:21]4[CH:26]=[CH:25][CH:24]=[CH:23][C:22]=4[S:27]([NH2:30])(=[O:29])=[O:28])=[CH:19][CH:20]=3)[C:5]2=[N:6][CH:7]=1)(=[O:38])=[O:37])[CH2:33][CH2:34][CH3:35]. Procedure details: To a mixture of 6-amino-7-methyl-2-propyl-3-[2'-(aminosulfonyl)[1,1']biphenyl-4-yl]methyl-3H-imidazo[4,5-b]pyridine (80 mg, 0.15 mmol) in pyridine (0.5 mL) at 0° C. was added butylsulfonyl chloride (0.02 mL, 0.15 mmol). The mixture was stirred for 1 h, then 1 mL of MeOH was added and the mixture was concentrated. Purification (SiO2, 5% MeOH-EtOAc) gave 50 mg of 6-[(Butylsulfonyl)amino]-7-methyl-2-propyl-3-[2'-(aminosulfonyl)[1,1']-biphenyl-4-yl]methyl-3H-imidazo[4,5-b]pyridine as a solid. Reactants: Cl.FC(C1=CC=C(C=C1)[C@H](N)C1=NC=CC=C1C(F)(F)F)(F)F ((S)-(4-(trifluoromethyl)-phenyl)(3-(trifluoromethyl)pyridin-2-yl)methanamine hydrochloride), Cl.FC(C1=CC=C(C=C1)[C@H](N)C1=NC=CC=C1C(F)(F)F)(F)F ((S)-(4-(trifluoromethyl)-phenyl)(3-(trifluoromethyl)pyridin-2-yl)methanamine hydrochloride), N1=C(C=CC=C1)CCC(=O)O (3-(pyridin-2-yl)propanoic acid), C1=CN(C=N1)C(=O)N2C=CN=C2 (CDI), CCN(C(C)C)C(C)C (DIPEA). Product: N1=C(C=CC=C1)CCC(=O)N[C@H](C1=NC=CC=C1C(F)(F)F)C1=CC=C(C=C1)C(F)(F)F ((S)-3-(Pyridin-2-yl)-N-((4-(trifluoromethyl)phenyl)(3-(trifluoromethyl)pyridin-2-yl)methyl)propanamide). Run at time 0.5 hour. The solvent is C(Cl)Cl (DCM), C(Cl)Cl (DCM). Reported procedure: To a solution of 3-(pyridin-2-yl)propanoic acid (89 mg, 0.586 mmol, Oakwood) and DCM (4 mL) were added CDI (95 mg, 0.586 mmol) and DIPEA (0.20 mL, 1.148 mmol). After 0.5 hours, the reaction was treated with a solution of (S)-(4-(trifluoromethyl)phenyl)(3-(trifluoromethyl)pyridin-2-yl)methanamine hydrochloride (Intermediate 1) (125 mg, 0.390 mmol) in DCM (1.5 mL). The solution was stirred at rt. After 4 days, the resulting product was adsorbed onto a plug of silica gel and chromatographed through... Reaction SMILES: [N:1]1[CH:6]=[CH:5][CH:4]=[CH:3][C:2]=1[CH2:7][CH2:8][C:9]([OH:11])=O.C1N=CN(C(N2C=NC=C2)=O)C=1.CCN(C(C)C)C(C)C.Cl.[F:34][C:35]([F:55])([F:54])[C:36]1[CH:41]=[CH:40][C:39]([C@@H:42]([C:44]2[C:49]([C:50]([F:53])([F:52])[F:51])=[CH:48][CH:47]=[CH:46][N:45]=2)[NH2:43])=[CH:38][CH:37]=1>C(Cl)Cl>[N:1]1[CH:6]=[CH:5][CH:4]=[CH:3][C:2]=1[CH2:7][CH2:8][C:9]([NH:43][C@@H:42]([C:39]1[CH:40]=[CH:41][C:36]([C:35]([F:55])([F:34])[F:54])=[CH:37][CH:38]=1)[C:44]1[C:49]([C:50]([F:51])([F:52])[F:53])=[CH:48][CH:47]=[CH:46][N:45]=1)=[O:11] |f:3.4|. Starting materials: Cl.NC1=C(C=C(C=C1)OC)O (2-amino-5-methoxyphenol hydrochloride), C(=S)(Cl)Cl (thiophosgene). The solvent is C(C)OCC (diethyl ether), O (water). The product is COC1=CC2=C(N=C(O2)S)C=C1 (6-methoxy-2-mercaptobenzoxazole). Reaction SMILES: Cl.[NH2:2][C:3]1[CH:8]=[CH:7][C:6]([O:9][CH3:10])=[CH:5][C:4]=1[OH:11].[C:12](Cl)(Cl)=[S:13]>O.C(OCC)C>[CH3:10][O:9][C:6]1[CH:7]=[CH:8][C:3]2[N:2]=[C:12]([SH:13])[O:11][C:4]=2[CH:5]=1 |f:0.1|. Reported procedure: 2-amino-5-methoxyphenol hydrochloride (6 g) in 80 ml of water was stirred at room temperature while thiophosgene (3.92 g) was added dropwise as a solution in 30 ml of diethyl ether at a rate such that the resultant exotherm was controlled. Reactants: OCC1=CC=C(C(=O)OC)C=C1 (methyl 4-hydroxymethylbenzoate), ClCCl (dichloromethane), P(Br)(Br)Br (phosphorus tribromide), N (ammonia). Run in O (water). Reaction conditions: time 1 hour. The product is BrCC1=CC=C(C(=O)OC)C=C1 (methyl 4-bromomethylbenzoate). Yield: 84.0%. Reaction SMILES: O[CH2:2][C:3]1[CH:12]=[CH:11][C:6]([C:7]([O:9][CH3:10])=[O:8])=[CH:5][CH:4]=1.ClCCl.P(Br)(Br)[Br:17].N>O>[Br:17][CH2:2][C:3]1[CH:12]=[CH:11][C:6]([C:7]([O:9][CH3:10])=[O:8])=[CH:5][CH:4]=1. Procedure details: 11.5 g (70 mmol) of methyl 4-hydroxymethylbenzoate are added to 120 ml of dichloromethane and 47.3 ml of phosphorus tribromide are added thereto. The mixture is stirred for one hour at ambient temperature and a semi-concentrated solution of ammonia in water is carefully added, whilst cooling with ice, until a pH of 8 to 9 is achieved. The organic phase is separated off and dried and the solvent is distilled off. 13.4 g (84% of theory) of the methyl 4-bromomethylbenzoate are obtained (analogously...